This data is from the Open Reaction Database (ORD), a public repository of structured organic reaction records. The task is: describe an organic reaction: reactants, conditions, products, and yield Starting materials: CO (MeOH), C(=O)([O-])[O-].[K+].[K+] (K2CO3), COC(C(=O)N(C1=CC=CC=C1)C1=NC(=CC=C1C(CCC1CC1)=O)C)=O (N-[3-(3-cyclopropyl-propionyl)-6-methyl-pyridin-2-yl]-N-phenyl-oxalamic acid methyl ester). The solvent is CCOC(=O)C (EtOAc), C1(=CC=CC=C1)C (toluene). Reaction conditions: temperature 80 celsius. Yields the product COC(=O)C=1N(C2=NC(=CC=C2C(C1CC1CC1)=O)C)C1=CC=CC=C1 (3-cyclopropylmethyl-7-methyl-4-oxo-1-phenyl-1,4-dihydro[1,8]naphthyridine-2-carboxylic acid methyl ester). Reaction SMILES: [CH3:1][O:2][C:3](=[O:27])[C:4]([N:6]([C:13]1[C:18]([C:19](=[O:25])[CH2:20][CH2:21][CH:22]2[CH2:24][CH2:23]2)=[CH:17][CH:16]=[C:15]([CH3:26])[N:14]=1)[C:7]1[CH:12]=[CH:11][CH:10]=[CH:9][CH:8]=1)=O.CO.C([O-])([O-])=O.[K+].[K+]>C1(C)C=CC=CC=1.CCOC(C)=O>[CH3:1][O:2][C:3]([C:4]1[N:6]([C:7]2[CH:8]=[CH:9][CH:10]=[CH:11][CH:12]=2)[C:13]2[C:18]([C:19](=[O:25])[C:20]=1[CH2:21][CH:22]1[CH2:23][CH2:24]1)=[CH:17][CH:16]=[C:15]([CH3:26])[N:14]=2)=[O:27] |f:2.3.4|. Procedure: To N-[3-(3-cyclopropyl-propionyl)-6-methyl-pyridin-2-yl]-N-phenyl-oxalamic acid methyl ester (˜0.3 g) dissolved in toluene was added MeOH (5 mL) and K2CO3 (0.3 g). The mixture was heated to 80° C. for 30 min, cooled to RT, then taken up in EtOAc and washed 2× with LiCl (0.3 wt %, aq). The product was dried over MgSO4, filtered and concentrated, then purified by prep TLC (1:4 EtOAc/hexane) to provide 3-cyclopropylmethyl-7-methyl-4-oxo-1-phenyl-1,4-dihydro[1,8]naphthyridine-2-carboxylic acid methy... Starting materials: BrC=1C=NC(=NC1)N1C(N(C2C1CCC2)CCOC)=O ((rac)-(3aSR,6aRS)-1-(5-Bromo-pyrimidin-2-yl)-3-(2-methoxy-ethyl)-hexahydro-cyclopentaimidazol-2-one), C(#C)C1=C(C=CC(=C1)F)F (1-ethynyl-2,5-difluorobenzene). Yields the product title compound, FC1=C(C=C(C=C1)F)C=1C(=NC(=NC1)C1CC2C(NC(N2)=O)C1)C#C (5-(2,5-difluoro-phenyl-ethynyl-pyrimidin-2-yl)-hexahydro-cyclopentaimidazol-2-one). RXN SMILES: BrC1C=NC([N:8]2[CH:12]3[CH2:13][CH2:14][CH2:15][CH:11]3[N:10](CCOC)[C:9]2=[O:20])=NC=1.[C:21]([C:23]1[CH:28]=[C:27]([F:29])[CH:26]=[CH:25][C:24]=1[F:30])#[CH:22]>>[F:30][C:24]1[CH:25]=[CH:26][C:27]([F:29])=[CH:28][C:23]=1[C:21]1[C:12]([C:11]#[CH:15])=[N:8][C:9]([CH:14]2[CH2:15][CH:11]3[NH:10][C:9](=[O:20])[NH:8][CH:12]3[CH2:13]2)=[N:10][CH:22]=1. Procedure: The title compound was prepared in accordance with the general method of Example 1, step 5 starting from (rac)-1-(5-bromopyrimidin-2-yl)-3-(2-methoxy-ethyl)-hexahydro-cyclopenta[d]imidazol-2(1H)-one (Example 5, step 3) and 1-ethynyl-2,5-difluorobenzene to yield racemic material ((+/−)-(3aRS,6aSR)-1-(2-methoxy-ethyl)-3-(5-(2,5-difluoro-phenyl-ethynyl-pyrimidin-2-yl)-hexahydro-cyclopentaimidazol-2-one as a light brown solid; MS: m/e=399.2 (M+H+). Separation using chiral HPLC and similar separation... Starting materials: [Br-], O=C([O-])[O-], CC(C)(C)OC(=O)N1CCNCC1, C#CCBr, ClCCl, [K+], [K+]. Product: C#CCN1CCN(C(=O)OC(C)(C)C)CC1. As a reaction SMILES: [Br-:24].[C:18](=[O:19])([O-:20])[O-:21].[C:1]([CH3:2])([CH3:3])([CH3:4])[O:5][C:6](=[O:7])[N:8]1[CH2:9][CH2:10][NH:11][CH2:12][CH2:13]1.[CH2:14]([C:15]#[CH:16])[Br:17].[Cl:25][CH2:26][Cl:27].[K+:22].[K+:23]>>[C:1]([CH3:2])([CH3:3])([CH3:4])[O:5][C:6](=[O:7])[N:8]1[CH2:9][CH2:10][N:11]([CH2:16][C:15]#[CH:14])[CH2:12][CH2:13]1. Reaction SMILES: [CH3:1][C:2]1[NH:6][N:5]=NN=1.[C:7]([O:11][C:12]([N:14]1[CH2:19][C@@H:18]([N:20]([C:25]([C:27]2[N:31]([CH2:32][CH2:33][CH2:34][CH2:35][O:36][CH3:37])[C:30]3[CH:38]=[CH:39][CH:40]=[CH:41][C:29]=3[N:28]=2)=[O:26])[CH2:21][CH:22]([CH3:24])[CH3:23])[CH2:17][C@@H:16]([C:42](O)=[O:43])[CH2:15]1)=[O:13])([CH3:10])([CH3:9])[CH3:8].C1CCC(N=C=NC2CCCCC2)CC1>C1(C)C=CC=CC=1.C(OCC)(=O)C>[CH3:37][O:36][CH2:35][CH2:34][CH2:33][CH2:32][N:31]1[C:30]2[CH:38]=[CH:39][CH:40]=[CH:41][C:29]=2[N:28]=[C:27]1[C:25]([N:20]([CH2:21][CH:22]([CH3:24])[CH3:23])[C@H:18]1[CH2:17][C@@H:16]([C:42]2[O:43][C:2]([CH3:1])=[N:6][N:5]=2)[CH2:15][N:14]([C:12]([O:11][C:7]([CH3:8])([CH3:9])[CH3:10])=[O:13])[CH2:19]1)=[O:26]. Solvent: C(C)(=O)OCC (ethyl acetate), C1(=CC=CC=C1)C (toluene). The product is COCCCCN1C(=NC2=C1C=CC=C2)C(=O)N([C@@H]2CN(C[C@@H](C2)C=2OC(=NN2)C)C(=O)OC(C)(C)C)CC(C)C (tert-butyl (3S,5R)-3-[{[1-(4-methoxybutyl)-1H-benzimidazol-2-yl]carbonyl}(2-methylpropyl)amino]-5-(5-methyl-1,3,4-oxadiazol-2-yl)piperidine-1-carboxylate). Conditions: temperature 100 celsius, time 12 hour. Procedure: Methyltetrazole (63 mg) and (3R,5S)-1-(tert-butoxycarbonyl)-5-[{[1-(4-methoxybutyl)-1H-benzimidazol-2-yl]carbonyl}(2-methylpropyl)amino]piperidine-3-carboxylic acid (265 mg) were dissolved in toluene (5 ml), DCC (155 mg) was added and the mixture was stirred at 100° C. for 12 hr. The reaction mixture was diluted with ethyl acetate, filtered and the solvent of the mother liquor was evaporated under reduced pressure. The residue was subjected to silica gel column chromatography, and a fraction elu... Yield: 35.2%. Reactants: CC1=NN=NN1 (Methyltetrazole), C(C)(C)(C)OC(=O)N1C[C@@H](C[C@@H](C1)N(CC(C)C)C(=O)C1=NC2=C(N1CCCCOC)C=CC=C2)C(=O)O ((3R,5S)-1-(tert-butoxycarbonyl)-5-[{[1-(4-methoxybutyl)-1H-benzimidazol-2-yl]carbonyl}(2-methylpropyl)amino]piperidine-3-carboxylic acid), C1CCC(CC1)N=C=NC2CCCCC2 (DCC). Reactants: [H-].[Na+] (sodium hydride), solution, ClC1=NC=NC(=C1)Cl (4,6-dichloropyrimidine), C(C#CC)O (2-butyn-1-ol), [H-].[Na+] (sodium hydride), [Cl-].[NH4+] (ammonium chloride), solution, CC(C)C(C(C)C)O (2,4-dimethyl-3-pentanol), solution. Solvent: O1CCCC1 (tetrahydrofuran), O1CCCC1 (tetrahydrofuran), O1CCCC1 (tetrahydrofuran). Reaction conditions: time 10 minute. Product: C(C#CC)OC1=NC=NC(=C1)OC(C(C)C)C(C)C (4-(2-butynyloxy)-6-(1-isopropyl-2-methylpropyloxy)pyrimidine). Isolated yield 84.7%. As a reaction SMILES: [H-].[Na+].[CH3:3][CH:4]([CH:6]([OH:10])[CH:7]([CH3:9])[CH3:8])[CH3:5].Cl[C:12]1[CH:17]=[C:16](Cl)[N:15]=[CH:14][N:13]=1.[CH2:19]([OH:23])[C:20]#[C:21][CH3:22].[Cl-].[NH4+]>O1CCCC1>[CH2:19]([O:23][C:12]1[CH:17]=[C:16]([O:10][CH:6]([CH:7]([CH3:9])[CH3:8])[CH:4]([CH3:5])[CH3:3])[N:15]=[CH:14][N:13]=1)[C:20]#[C:21][CH3:22] |f:0.1,5.6|. Procedure: In 4 ml of tetrahydrofuran was suspended 0.11 g of sodium hydride (60% in oil), to which 0.4 ml of a solution containing 0.23 g of 2,4-dimethyl-3-pentanol was added dropwise at 0° C., followed by stirring for 10 minutes. To this was added dropwise 0.4 ml of a solution containing 0.30 g of 4,6-dichloropyrimidine in tetrahydrofuran, followed by stirring at the same temperature for 3 hours. To this was added dropwise 0.4 ml of a solution containing 0.17 g of 2-butyn-1-ol in tetrahydrofuran at room ...